Dataset: the Open Reaction Database (ORD), a public repository of structured organic reaction records. Task: describe an organic reaction: reactants, conditions, products, and yield The reactants are CCOC(=O)c1cnn(C2CCOC2)c1-c1ccc(Br)cc1[N+](=O)[O-], Cc1cnc(OC(C)C)c(C)c1I, CCOC(=O)c1cnn(C2CCOC2)c1-c1ccc(B2OC(C)(C)C(C)(C)O2)cc1[N+](=O)[O-], CN(C)C=O, O. Yields the product CCOC(=O)c1cnn(C2CCOC2)c1-c1ccc(-c2c(C)cnc(OC(C)C)c2C)cc1[N+](=O)[O-]. Reaction SMILES: [Br:1][c:2]1[cH:3][c:4]([N+:23](=[O:24])[O-:25])[c:5](-[c:8]2[c:9]([C:18](=[O:19])[O:20][CH2:21][CH3:22])[cH:10][n:11][n:12]2[CH:13]2[CH2:14][O:15][CH2:16][CH2:17]2)[cH:6][cH:7]1.[I:59][c:60]1[c:61]([CH3:71])[c:62]([O:67][CH:68]([CH3:69])[CH3:70])[n:63][cH:64][c:65]1[CH3:66].[N+:26]([c:27]1[cH:28][c:29]([B:30]2[O:31][C:32]([CH3:33])([CH3:34])[C:35]([CH3:36])([CH3:37])[O:38]2)[cH:39][cH:40][c:41]1-[c:42]1[n:43]([CH:44]2[CH2:45][CH2:46][O:47][CH2:48]2)[n:49][cH:50][c:51]1[C:52]([O:53][CH2:54][CH3:55])=[O:56])([O-:57])=[O:58].[O:73]=[CH:74][N:75]([CH3:76])[CH3:77].[OH2:72]>>[c:2]1(-[c:60]2[c:61]([CH3:71])[c:62]([O:67][CH:68]([CH3:69])[CH3:70])[n:63][cH:64][c:65]2[CH3:66])[cH:3][c:4]([N+:23](=[O:24])[O-:25])[c:5](-[c:8]2[c:9]([C:18](=[O:19])[O:20][CH2:21][CH3:22])[cH:10][n:11][n:12]2[CH:13]2[CH2:14][O:15][CH2:16][CH2:17]2)[cH:6][cH:7]1. The reactants are FC1=CC=C(C=C1)C(CC(C)=O)=O (1-(4-fluorophenyl)butane-1,3-dione), C([O-])([O-])=O.[K+].[K+] (potassium carbonate), Cl (hydrochloric acid), BrCCCCCC(=O)OCC (ethyl 6-bromohexanoate). The reagents and catalysts are [Br-].C(CCC)[N+](CCCC)(CCCC)CCCC (tetrabutylammonium bromide). Run in C1(=CC=CC=C1)C (toluene), C(C)(=O)OCC (ethyl acetate). Reaction conditions: temperature 100 celsius, time 3 hour. Yields the product FC1=CC=C(C(=O)C(CCCCCC(=O)OCC)C(C)=O)C=C1 (ethyl 7-(4-fluorobenzoyl)-8-oxononanoate). RXN SMILES: [F:1][C:2]1[CH:7]=[CH:6][C:5]([C:8](=[O:13])[CH2:9][C:10](=[O:12])[CH3:11])=[CH:4][CH:3]=1.C(=O)([O-])[O-].[K+].[K+].Br[CH2:21][CH2:22][CH2:23][CH2:24][CH2:25][C:26]([O:28][CH2:29][CH3:30])=[O:27].Cl>[Br-].C([N+](CCCC)(CCCC)CCCC)CCC.C1(C)C=CC=CC=1.C(OCC)(=O)C>[F:1][C:2]1[CH:3]=[CH:4][C:5]([C:8]([CH:9]([C:10](=[O:12])[CH3:11])[CH2:21][CH2:22][CH2:23][CH2:24][CH2:25][C:26]([O:28][CH2:29][CH3:30])=[O:27])=[O:13])=[CH:6][CH:7]=1 |f:1.2.3,6.7|. Procedure details: A mixture of 1-(4-fluorophenyl)butane-1,3-dione (1.0 g), potassium carbonate (3.84 g), and tetrabutylammonium bromide (90 mg) in toluene (20 ml) was refluxed for 3 hours, then ethyl 6-bromohexanoate (1.18 ml) was added. After stirring at 100° C. for 3 hours, the mixture was partitoned between ethyl acetate and 0.5N hydrochloric acid. The organic layer was separated, washed with water and brine, dried over magnesium sulfate, and evaporated. The residue was chromatographed on silica gel eluting wi... Reactants: C1(=CC=CC=C1)C1=NOC(C1)CCCC=O (4-(3-Phenyl-4,5-dihydroisoxazol-5-yl)butanal), C1(=CC=CC=C1)N1CCNCC1 (1-phenylpiperazine), [BH-](OC(=O)C)(OC(=O)C)OC(=O)C.[Na+] (NaBH(OAc)3). Run in C(Cl)Cl (methylene chloride). Product: C1(=CC=CC=C1)N1CCN(CC1)CCCCC1CC(=NO1)C1=CC=CC=C1 (1-Phenyl-4-[4-(3-phenyl-4,5-dihydroisoxazol-5-yl)butyl]piperazine). The yield is 79.8%. Reaction SMILES: [C:1]1([C:7]2[CH2:11][CH:10]([CH2:12][CH2:13][CH2:14][CH:15]=O)[O:9][N:8]=2)[CH:6]=[CH:5][CH:4]=[CH:3][CH:2]=1.[C:17]1([N:23]2[CH2:28][CH2:27][NH:26][CH2:25][CH2:24]2)[CH:22]=[CH:21][CH:20]=[CH:19][CH:18]=1.[BH-](OC(C)=O)(OC(C)=O)OC(C)=O.[Na+]>C(Cl)Cl>[C:17]1([N:23]2[CH2:28][CH2:27][N:26]([CH2:15][CH2:14][CH2:13][CH2:12][CH:10]3[O:9][N:8]=[C:7]([C:1]4[CH:6]=[CH:5][CH:4]=[CH:3][CH:2]=4)[CH2:11]3)[CH2:25][CH2:24]2)[CH:22]=[CH:21][CH:20]=[CH:19][CH:18]=1 |f:2.3|. Procedure details: 4-(3-Phenyl-4,5-dihydroisoxazol-5-yl)butanal (29.4 mg, 0.135 mmol), 1-phenylpiperazine (20.0 mg, 0.123 mmol), molecular sieve (5 beads) and NaBH(OAc)3 (78.4 mg, 0.369 mmol) were reacted in 3 mL of methylene chloride for about 12 hr. With the following processes the same as in Example 1, 35.7 mg (68.4%) of the target compound was obtained. The reactants are ClC1=C(CCN)C=CC(=C1OC)OC (2-chloro-3,4-dimethoxy-phenethylamine), FC(C=1C=C(CC(OC)Br)C=CC1)(F)F (m-trifluoromethyl-α-methoxy-phenethylbromide). Yields the product Br.ClC1=C(C(=CC=2C(CNCCC21)C2=CC(=CC=C2)C(F)(F)F)O)O (6-chloro-7,8-dihydroxy-1-(m-trifluoromethylphenyl)-2,3,4,5-tetrahydro-1H-3-benzazepine hydrobromide). As a reaction SMILES: [Cl:1][C:2]1[C:10]([O:11]C)=[C:9]([O:13]C)[CH:8]=[CH:7][C:3]=1[CH2:4][CH2:5][NH2:6].[F:15][C:16]([F:29])([F:28])[C:17]1[CH:18]=[C:19]([CH:25]=[CH:26][CH:27]=1)[CH2:20][CH:21]([Br:24])OC>>[BrH:24].[Cl:1][C:2]1[C:3]2[CH2:4][CH2:5][NH:6][CH2:21][CH:20]([C:19]3[CH:25]=[CH:26][CH:27]=[C:17]([C:16]([F:15])([F:28])[F:29])[CH:18]=3)[C:7]=2[CH:8]=[C:9]([OH:13])[C:10]=1[OH:11] |f:2.3|. Procedure: A mixture of 8.0 g of 2-chloro-3,4-dimethoxy-phenethylamine and 5.25 g of m-trifluoromethyl-α-methoxy-phenethylbromide is heated at 100°-105° for 21/2 hours. The product was partitioned between ethyl acetate and 5% sodium bicarbonate solution. The organic layer was removed, washed with brine, dried and concentrated. The residue was passed over 350 g of silica gel with 1 to 2% methanol/chloroform. The resulting product was an oil whose hydrochloride melted at 200°-202°. The oily base (2.5 g) was ... Starting materials: C(CCCCCCCCCCCCCCCCCCCCC)(=O)O (behenic acid), NaCO2, C(CCCCCCCCCCCCCCCCCCCCC)(=O)O (behenic acid), [OH-].[Na+] (NaOH). Solvent: O (water). Run at temperature 50 celsius, time 4 minute. Product: C(CCCCCCCCCCCCCCCCCCCCC)(=O)O.C(CCCCCCCCCCCCCCCCCCCCC)(=O)[O-].[Na+] (behenic acid sodium behenate). Reaction SMILES: [C:1]([OH:24])(=[O:23])[CH2:2][CH2:3][CH2:4][CH2:5][CH2:6][CH2:7][CH2:8][CH2:9][CH2:10][CH2:11][CH2:12][CH2:13][CH2:14][CH2:15][CH2:16][CH2:17][CH2:18][CH2:19][CH2:20][CH2:21][CH3:22].[OH-].[Na+:26]>O>[C:1]([OH:24])(=[O:23])[CH2:2][CH2:3][CH2:4][CH2:5][CH2:6][CH2:7][CH2:8][CH2:9][CH2:10][CH2:11][CH2:12][CH2:13][CH2:14][CH2:15][CH2:16][CH2:17][CH2:18][CH2:19][CH2:20][CH2:21][CH3:22].[C:1]([O-:24])(=[O:23])[CH2:2][CH2:3][CH2:4][CH2:5][CH2:6][CH2:7][CH2:8][CH2:9][CH2:10][CH2:11][CH2:12][CH2:13][CH2:14][CH2:15][CH2:16][CH2:17][CH2:18][CH2:19][CH2:20][CH2:21][CH3:22].[Na+:26] |f:1.2,4.5.6|. Reported procedure: Gelatin (which had received an ion exchange treatment) in the amount of 73 g was added to 1,000 ml of water and dissolved therein by heating at 50° C. Thereto was added 31 g of behenic acid, and it was heated at 90° C. to dissolve the behenic acid therein. Further, the resulting solution was admixed with 39 ml of 1N NaOH and 2 g of NaCO2, and stirred for 4 minutes at 12,000 r.p.m. by means of a homogenizer. Thus, a monodisperse fine grain dispersion of behenic acid/sodium behenate mixture was ob... As a reaction SMILES: [OH-].[K+].[NH2:3][C:4]1[CH:17]=[CH:16][C:15]([Cl:18])=[CH:14][C:5]=1[C:6]([C:8]1[CH:13]=[CH:12][CH:11]=[CH:10][CH:9]=1)=O.C(OCC)(=O)C.[C:25](#[N:27])[CH3:26]>>[NH2:27][C:25]1[CH:26]=[C:6]([C:8]2[CH:13]=[CH:12][CH:11]=[CH:10][CH:9]=2)[C:5]2[C:4](=[CH:17][CH:16]=[C:15]([Cl:18])[CH:14]=2)[N:3]=1 |f:0.1|. Reaction conditions: time 30 minute. The product is NC1=NC2=CC=C(C=C2C(=C1)C1=CC=CC=C1)Cl (2-Amino-6-chloro-4-phenylquinoline). Reactants: NC1=C(C(=O)C2=CC=CC=C2)C=C(C=C1)Cl (2-amino-5-chlorobenzophenone), C(C)#N (acetonitrile), [OH-].[K+] (KOH), C(C)#N (acetonitrile), C(C)(=O)OCC (ethyl acetate). Procedure: A suspension of 1.4 g of powdered KOH in 25 ml of anhydrous acetonitrile stirred under an argon atmosphere was heated to boiling under reflux conditions for 30 minutes and then a solution of 1.15 g of 2-amino-5-chlorobenzophenone in 5 ml of anhydrous acetonitrile was added. The mixture was boiled with a reflux condenser for 12 hours. Cooling was followed by pouring into ice, extraction with ethyl acetate, washing with water and removal of the solvent by distillation. Starting materials: ClCC(=O)C1=CC=CC=C1 (2-Chloro-1-phenylethanone), O=C1N(CCC1)C(C(=O)O[C@H]1CN2CCC1CC2)C2=CC=CC=C2 ((R)-quinuclidin-3-yl 2-(2-oxopyrrolidin-1-yl)-2-phenylacetate). Solvent: CCOC(=O)C (EtOAc), C(C)#N (acetonitrile). Run at time 3 day. Yields the product [Cl-].O=C(C[N+]12C[C@@H](C(CC1)CC2)OC(C(C2=CC=CC=C2)N2C(CCC2)=O)=O)C2=CC=CC=C2 ((3R)-1-(2-oxo-2-phenylethyl)-3-(2-(2-oxopyrrolidin-1-yl)-2-phenylacetoxy)-1-azoniabicyclo[2.2.2]octane chloride). Yield: 67.9%. As a reaction SMILES: [Cl:1][CH2:2][C:3]([C:5]1[CH:10]=[CH:9][CH:8]=[CH:7][CH:6]=1)=[O:4].[O:11]=[C:12]1[CH2:16][CH2:15][CH2:14][N:13]1[CH:17]([C:29]1[CH:34]=[CH:33][CH:32]=[CH:31][CH:30]=1)[C:18]([O:20][C@@H:21]1[CH:26]2[CH2:27][CH2:28][N:23]([CH2:24][CH2:25]2)[CH2:22]1)=[O:19]>CCOC(C)=O.C(#N)C>[Cl-:1].[O:4]=[C:3]([C:5]1[CH:10]=[CH:9][CH:8]=[CH:7][CH:6]=1)[CH2:2][N+:23]12[CH2:24][CH2:25][CH:26]([CH2:27][CH2:28]1)[C@@H:21]([O:20][C:18](=[O:19])[CH:17]([N:13]1[CH2:14][CH2:15][CH2:16][C:12]1=[O:11])[C:29]1[CH:34]=[CH:33][CH:32]=[CH:31][CH:30]=1)[CH2:22]2 |f:4.5|. Procedure: 2-Chloro-1-phenylethanone (62.1 mg, 0.40 mmol) was added to a solution of (R)-quinuclidin-3-yl 2-(2-oxopyrrolidin-1-yl)-2-phenylacetate (120 mg, 0.36 mmol) in EtOAc (2.4 ml) and acetonitrile (1.2 ml). The pale yellow solution was stirred at room temperature for three days. The solvent was evaporated and the crude was purified by flash chromatography (DCM/MeOH=9/1) to collect the title compound (118 mg, 66.9% yield) as an off-white spongy solid.